From a dataset of the Open Reaction Database (ORD), a public repository of structured organic reaction records. describe an organic reaction: reactants, conditions, products, and yield The reactants are COC1=CC=C(C=C1)CC(C)=O (4-methoxyphenylacetone), C(C)(=O)NC(=S)N (N-acetylthiourea), II (iodine). Run in N1=CC=CC=C1 (pyridine). Product: COC1=CC=C(C=C1)C1=C(N=C(S1)NC(C)=O)C (N-[5-(4-Methoxy-phenyl)-4-methyl-thiazol-2-yl]-acetamide). RXN SMILES: [CH3:1][O:2][C:3]1[CH:8]=[CH:7][C:6]([CH2:9][C:10](=O)[CH3:11])=[CH:5][CH:4]=1.[C:13]([NH:16][C:17]([NH2:19])=[S:18])(=[O:15])[CH3:14].II>N1C=CC=CC=1>[CH3:1][O:2][C:3]1[CH:8]=[CH:7][C:6]([C:9]2[S:18][C:17]([NH:16][C:13](=[O:15])[CH3:14])=[N:19][C:10]=2[CH3:11])=[CH:5][CH:4]=1. Procedure: 4-methoxyphenylacetone (10 g, 60.9 mmol), N-acetylthiourea (7.2 g, 60.9 mmol) and iodine (15.46 g, 60.9 mmol) in pyridine (50 ml) are stirred at 70° C. for 16 hours. The mixture is concentrated and the residue is purified by chromatography on silica with iso-hexane-ethyl acetate (1:1) to give the titled compound. The reactants are C1=C(N=C2COC3=C(N21)C=CC=C3)C(=O)O (4H-imidazo-[2,1-c][1,4]-benzoxazine-2-carboxylic acid), S(=O)(Cl)Cl (thionyl chloride). Product: C1=C(N=C2COC3=C(N21)C=CC=C3)C(=O)Cl (4H-imidazo-[2,1-c][1,4]-benzoxazine-2-carbonyl chloride). Yield: 83.0%. RXN SMILES: [CH:1]1[N:9]2[C:4]([CH2:5][O:6][C:7]3[CH:13]=[CH:12][CH:11]=[CH:10][C:8]=32)=[N:3][C:2]=1[C:14]([OH:16])=O.S(Cl)([Cl:19])=O>>[CH:1]1[N:9]2[C:4]([CH2:5][O:6][C:7]3[CH:13]=[CH:12][CH:11]=[CH:10][C:8]=32)=[N:3][C:2]=1[C:14]([Cl:19])=[O:16]. Procedure: 5 g (0.023 mole) of 4H-imidazo-[2,1-c][1,4]-benzoxazine-2-carboxylic acid were suspended in 15 ml of thionyl chloride and the mixture obtained was refluxed for two hours during which time the solid material completely dissolved. Excess thionyl chloride was removed by azeotroping with benzene on a rotary evaporator and the product was triturated with ether, filtered off and dried to obtain 4.5 g (83% yield of 4H-imidazo-[2,1-c][1,4]-benzoxazine-2-carbonyl chloride with a melting point of 240° C. ... Yields the product C(C)(C)(C)OC(=O)N1CCC(CC1)NC1=CC=C(C=C1)C#N (4-(4-cyano-phenylamino)-piperidine-1-carboxylic acid tert-butyl ester). Procedure details: A mixture of 4-amino-piperidine-1-carboxylic acid tert-butyl ester (Willoughby, Christopher A.; Bioorg. Med. Chem. Lett., 13, 3, 2003, 427-432) (311 mg, 1.55 mmol), 4-bromobenzonitrile (237 mg, 1.30 mmol), Pd2(dba)3 (21 mg, 0.023 mmol), (±)-BINAP (48 mg, 0.077 mmol) and t-BuONa (136 mg, 1.42 mmol) in freshly degassed toluene (4.5 mL) was stirred at 85° C. under argon for 2 hours. Work-up and purification gave 4-(4-cyano-phenylamino)-piperidine-1-carboxylic acid tert-butyl ester as an orange soli... The solvent is C1(=CC=CC=C1)C (toluene). Reagents/catalysts: C=1C=CC(=CC1)/C=C/C(=O)/C=C/C2=CC=CC=C2.C=1C=CC(=CC1)/C=C/C(=O)/C=C/C2=CC=CC=C2.C=1C=CC(=CC1)/C=C/C(=O)/C=C/C2=CC=CC=C2.[Pd].[Pd] (Pd2(dba)3). The yield is 82.7%. Conditions: temperature 85 celsius, time 2 hour. The reactants are C(C)(C)(C)OC(=O)N1CCC(CC1)N (4-amino-piperidine-1-carboxylic acid tert-butyl ester), BrC1=CC=C(C#N)C=C1 (4-bromobenzonitrile), (±)-BINAP, C(C)(C)(C)O[Na] (t-BuONa). Reaction SMILES: [C:1]([O:5][C:6]([N:8]1[CH2:13][CH2:12][CH:11]([NH2:14])[CH2:10][CH2:9]1)=[O:7])([CH3:4])([CH3:3])[CH3:2].Br[C:16]1[CH:23]=[CH:22][C:19]([C:20]#[N:21])=[CH:18][CH:17]=1.C(O[Na])(C)(C)C>C1C=CC(/C=C/C(/C=C/C2C=CC=CC=2)=O)=CC=1.C1C=CC(/C=C/C(/C=C/C2C=CC=CC=2)=O)=CC=1.C1C=CC(/C=C/C(/C=C/C2C=CC=CC=2)=O)=CC=1.[Pd].[Pd].C1(C)C=CC=CC=1>[C:1]([O:5][C:6]([N:8]1[CH2:13][CH2:12][CH:11]([NH:14][C:16]2[CH:23]=[CH:22][C:19]([C:20]#[N:21])=[CH:18][CH:17]=2)[CH2:10][CH2:9]1)=[O:7])([CH3:4])([CH3:2])[CH3:3] |f:3.4.5.6.7|.